Dataset: the Open Reaction Database (ORD), a public repository of structured organic reaction records. Task: describe an organic reaction: reactants, conditions, products, and yield Reactants: C(C1=CC=CC=C1)ON([C@@H]1C=C(C(N(C1)C(=O)OCC1C2=CC=CC=C2C=2C=CC=CC12)C#N)CO[Si](C)(C)C(C)(C)C)C(=O)OC(C)(C)C ((5R)-(9H-fluoren-9-yl)methyl 5-((benzyloxy)(tert-butoxycarbonyl)amino)-3-(((tert-butyldimethylsilyl)oxy)methyl)-2-cyano-5,6-dihydropyridine-1(2H)-carboxylate), C(C1=CC=CC=C1)ON([C@@H]1C=C(C(N(C1)C(=O)OCC1C2=CC=CC=C2C=2C=CC=CC12)C#N)CO[Si](C)(C)C(C)(C)C)C(=O)OC(C)(C)C ((5R)-(9H-fluoren-9-yl)methyl 5-((benzyloxy)(tert-butoxycarbonyl)amino)-3-(((tert-butyldimethylsilyl)oxy)methyl)-2-cyano-5,6-dihydropyridine-1(2H)-carboxylate), C(C)=NO (acetaldehyde oxime), CuCl2. The reagents and catalysts are [Cu](Cl)Cl (copper(II) chloride). The solvent is CO (MeOH). Conditions: temperature 65 celsius, time 6 hour. Yields the product C(C1=CC=CC=C1)ON([C@@H]1C=C(C(N(C1)C(=O)OCC1C2=CC=CC=C2C=2C=CC=CC12)C(N)=O)CO[Si](C)(C)C(C)(C)C)C(=O)OC(C)(C)C ((5R)-(9H-fluoren-9-yl)methyl 5-((benzyloxy)(tert-butoxycarbonyl)amino)-3-(((tert-butyldimethylsilyl)oxy)methyl)-2-carbamoyl-5,6-dihydropyridine-1(2H)-carboxylate). The yield is 89.1%. Reaction SMILES: [CH2:1]([O:8][N:9]([C:44]([O:46][C:47]([CH3:50])([CH3:49])[CH3:48])=[O:45])[C@H:10]1[CH2:15][N:14]([C:16]([O:18][CH2:19][CH:20]2[C:32]3[CH:31]=[CH:30][CH:29]=[CH:28][C:27]=3[C:26]3[C:21]2=[CH:22][CH:23]=[CH:24][CH:25]=3)=[O:17])[CH:13]([C:33]#[N:34])[C:12]([CH2:35][O:36][Si:37]([C:40]([CH3:43])([CH3:42])[CH3:41])([CH3:39])[CH3:38])=[CH:11]1)[C:2]1[CH:7]=[CH:6][CH:5]=[CH:4][CH:3]=1.C(=N[OH:54])C>CO.[Cu](Cl)Cl>[CH2:1]([O:8][N:9]([C:44]([O:46][C:47]([CH3:50])([CH3:49])[CH3:48])=[O:45])[C@H:10]1[CH2:15][N:14]([C:16]([O:18][CH2:19][CH:20]2[C:21]3[CH:22]=[CH:23][CH:24]=[CH:25][C:26]=3[C:27]3[C:32]2=[CH:31][CH:30]=[CH:29][CH:28]=3)=[O:17])[CH:13]([C:33](=[O:54])[NH2:34])[C:12]([CH2:35][O:36][Si:37]([C:40]([CH3:41])([CH3:42])[CH3:43])([CH3:39])[CH3:38])=[CH:11]1)[C:2]1[CH:7]=[CH:6][CH:5]=[CH:4][CH:3]=1. Procedure details: A mixture of (5R)-(9H-fluoren-9-yl)methyl 5-((benzyloxy)(tert-butoxycarbonyl)amino)-3-(((tert-butyldimethylsilyl)oxy)methyl)-2-cyano-5,6-dihydropyridine-1(2H)-carboxylate (Intermediate 160, 1.3 g, 1.87 mmol), acetaldehyde oxime (0.569 mL, 9.34 mmol) and newly activated copper(II) chloride on 4 Å MS (187 mg, 0.15 mmol) (used 100 mg CuCl2/mol sieves per 1 mmol substrate) in MeOH (5 mL) was stirred under nitrogen at 65° C. for 6 h. The mixture was filtered and evaporated. The residue was purified o... Reactants: CO[C@@H]1O[C@@H]([C@@H]2[C@H]1C[C@@H]1CCCC[C@H]1C2=C)C ((1R,3R,3aR,4aR,8aS,9aR)-1-methoxy-3-methyl-4-methylene-dodecahydronaphtho[2,3-c]furan), OO (hydrogen peroxide), aqueous solution, [OH-].[Na+] (sodium hydroxide). Product: OC[C@H]1[C@@H]2CCCC[C@H]2C[C@H]2[C@@H](O[C@@H]([C@H]21)C)OC ((1R,3R,3aS,4S,4aR,8aS,9aR)-4-hydroxymethyl-1-methoxy-3-methyl-dodecahydronaphtho[2,3-c]furan), OC[C@@H]1[C@@H]2CCCC[C@H]2C[C@H]2[C@@H](O[C@@H]([C@H]21)C)OC ((1R,3R,3aS,4R,4aR,8aS,9aR)-4-hydroxymethyl-1-methoxy-3-methyl-dodecahydronaphtho[2,3-c]furan). The yield is 8.0%. Reaction SMILES: [CH3:1][O:2][C@H:3]1[C@@H:7]2[CH2:8][C@H:9]3[C@H:14]([C:15](=[CH2:16])[C@@H:6]2[C@@H:5]([CH3:17])[O:4]1)[CH2:13][CH2:12][CH2:11][CH2:10]3.[OH:18]O.[OH-:20].[Na+]>>[OH:18][CH2:16][C@@H:15]1[C@H:6]2[C@H:7]([C@H:3]([O:2][CH3:1])[O:4][C@@H:5]2[CH3:17])[CH2:8][C@H:9]2[C@H:14]1[CH2:13][CH2:12][CH2:11][CH2:10]2.[OH:20][CH2:16][C@H:15]1[C@H:6]2[C@H:7]([C@H:3]([O:2][CH3:1])[O:4][C@@H:5]2[CH3:17])[CH2:8][C@H:9]2[C@H:14]1[CH2:13][CH2:12][CH2:11][CH2:10]2 |f:2.3|. Procedure details: Similarly to Example 8, after 663.7 mg(2.81 mmol) of (1R,3R,3aR,4aR,8aS,9aR)-1-methoxy-3-methyl-4-methylene-dodecahydronaphtho[2,3-c]furan were reacted with 4.21 ml (1.5 equivalents) of borane-tetrahydrofuran complex(1M), it was oxidized by adding 3.00 ml of 30% hydrogen peroxide solution and 3.00 ml of 10% aqueous solution of sodium hydroxide to obtain 538.2 mg of (1R,3R,3aS,4S,4aR,8aS,9aR)-4-hydroxymethyl-1-methoxy-3-methyl-dodecahydronaphtho[2,3-c]furan(yield 75%) and 55.2 mg of (1R,3R,3aS,4R...